This data is from the Open Reaction Database (ORD), a public repository of structured organic reaction records. The task is: describe an organic reaction: reactants, conditions, products, and yield Reported procedure: A mixture of ethyl 3-(2-fluoro-5-(4-morpholinylmethyl)phenyl)-3-oxopropanoate (Preparation 3, 20.0 g), triethylorthoformate (21.5 ML) and acetic anhydride (21.4 mL) is heated at 150° C. in a round-bottom flask equipped with a Dean-Stark trap and condenser. After 4 h, the remaining acetic acid and triethylorthoforrnate are distilled off by heating the mixture to 100° C. at 0.2 Torr for 1 hr, leaving 22.9 g of the title compound as an amber oil. The crude product is used as is in the subsequent tr... Product: C(C)OC=C(C(=O)OCC)C(C1=C(C=CC(=C1)CN1CCOCC1)F)=O (Ethyl 3-ethoxy-2-(2-fluoro-5-(4-morpholinylmethyl)benzoyl)-2-propenoate). Reaction conditions: temperature 150 celsius, time 4 hour. Reactants: FC1=C(C=C(C=C1)CN1CCOCC1)C(CC(=O)OCC)=O (ethyl 3-(2-fluoro-5-(4-morpholinylmethyl)phenyl)-3-oxopropanoate), C(C)OC(OCC)OCC (triethylorthoformate), C(C)(=O)OC(C)=O (acetic anhydride). As a reaction SMILES: [F:1][C:2]1[CH:7]=[CH:6][C:5]([CH2:8][N:9]2[CH2:14][CH2:13][O:12][CH2:11][CH2:10]2)=[CH:4][C:3]=1[C:15](=[O:22])[CH2:16][C:17]([O:19][CH2:20][CH3:21])=[O:18].[CH2:23]([O:25][CH:26](OCC)OCC)[CH3:24].C(OC(=O)C)(=O)C>>[CH2:23]([O:25][CH:26]=[C:16]([C:15](=[O:22])[C:3]1[CH:4]=[C:5]([CH2:8][N:9]2[CH2:14][CH2:13][O:12][CH2:11][CH2:10]2)[CH:6]=[CH:7][C:2]=1[F:1])[C:17]([O:19][CH2:20][CH3:21])=[O:18])[CH3:24]. The reactants are CN1CCC(CC1)=O (N-methyl-4-piperidone), OC1(CCN(CC1)C)C1=CC=C2C=CNC2=C1 (6-[4-Hydroxy-1-methyl-piperidin-4-yl]-indole), BrC1=CC=C2C=CNC2=C1 (6-bromoindole), [Li]C(C)(C)C (tBuLi). Product: OC1(CCN2CCCC2C1)C1=CC=C2C=CNC2=C1 (6-[4-Hydroxy-azabicyclo[4,3,0]nonan-4-yl]-indole). RXN SMILES: [OH:1][C:2]1([C:9]2[CH:17]=[C:16]3[C:12]([CH:13]=[CH:14][NH:15]3)=[CH:11][CH:10]=2)[CH2:7][CH2:6][N:5]([CH3:8])[CH2:4][CH2:3]1.Br[C:19]1C=C2C(C=CN2)=C[CH:20]=1.[Li]C(C)(C)C.CN1CCC(=O)CC1>>[OH:1][C:2]1([C:9]2[CH:17]=[C:16]3[C:12]([CH:13]=[CH:14][NH:15]3)=[CH:11][CH:10]=2)[CH2:7][CH:6]2[N:5]([CH2:8][CH2:19][CH2:20]2)[CH2:4][CH2:3]1. Procedure details: In a similar fashion, 6-[4-Hydroxy-1-methyl-piperidin-4-yl]-indole was prepared from 6-bromoindole (1.0 g, 5 mmol); KH (0.225 g, 5.6 mmol), 1.7M tBuLi (7.5 ml, 12.7 mmol) and N-methyl-4-piperidone (1.246 g, 10.9 mmol). Yield 0.382 g (35%). Reactants: CO, Cc1ccccc1, O=Cc1ccc(C#Cc2ccc(Cl)cc2)cc1, CC1(C)OC(=O)c2ccc(N)cc2O1, O. Yields the product CC1(C)OC(=O)c2ccc(N=Cc3ccc(C#Cc4ccc(Cl)cc4)cc3)cc2O1. As a reaction SMILES: [CH3:33][OH:34].[CH3:35][c:36]1[cH:37][cH:38][cH:39][cH:40][cH:41]1.[Cl:1][c:2]1[cH:3][cH:4][c:5]([C:8]#[C:9][c:10]2[cH:11][cH:12][c:13]([CH:14]=[O:15])[cH:16][cH:17]2)[cH:6][cH:7]1.[NH2:18][c:19]1[cH:20][cH:21][c:22]2[c:23]([cH:31]1)[O:24][C:25]([CH3:29])([CH3:30])[O:26][C:27]2=[O:28].[OH2:32]>>[Cl:1][c:2]1[cH:3][cH:4][c:5]([C:8]#[C:9][c:10]2[cH:11][cH:12][c:13]([CH:14]=[N:18][c:19]3[cH:20][cH:21][c:22]4[c:23]([cH:31]3)[O:24][C:25]([CH3:29])([CH3:30])[O:26][C:27]4=[O:28])[cH:16][cH:17]2)[cH:6][cH:7]1. The reactants are ClC1=CC(=NC=2N1N=C(C2S(=O)(=O)C2=CC=C(C=C2)C)SC)C (7-chloro-5-methyl-2-methylsulphanyl-3-(toluene-4-sulphonyl)-pyrazolo[1,5-a]pyrimidine), N (NH3). The solvent is CO (MeOH). Product: CC1=NC=2N(C(=C1)N)N=C(C2S(=O)(=O)C2=CC=C(C=C2)C)SC (5-methyl-2-methylsulphanyl-3-(toluene-4-sulphonyl)-pyrazolo[1,5-a]-pyrimidin-7-ylamine). As a reaction SMILES: Cl[C:2]1[N:7]2[N:8]=[C:9]([S:21][CH3:22])[C:10]([S:11]([C:14]3[CH:19]=[CH:18][C:17]([CH3:20])=[CH:16][CH:15]=3)(=[O:13])=[O:12])=[C:6]2[N:5]=[C:4]([CH3:23])[CH:3]=1.[NH3:24]>CO>[CH3:23][C:4]1[CH:3]=[C:2]([NH2:24])[N:7]2[N:8]=[C:9]([S:21][CH3:22])[C:10]([S:11]([C:14]3[CH:19]=[CH:18][C:17]([CH3:20])=[CH:16][CH:15]=3)(=[O:13])=[O:12])=[C:6]2[N:5]=1. Reported procedure: In an analogous manner to that described in Example 4, from 7-chloro-5-methyl-2-methylsulphanyl-3-(toluene-4-sulphonyl)-pyrazolo[1,5-a]pyrimidine and NH3 in MeOH there was obtained 5-methyl-2-methylsulphanyl-3-(toluene-4-sulphonyl)-pyrazolo[1,5-a]-pyrimidin-7-ylamine as colorless crystals, m.p. >230°.